This data is from the Open Reaction Database (ORD), a public repository of structured organic reaction records. The task is: describe an organic reaction: reactants, conditions, products, and yield The reactants are [Li]CCCC, C1CCOC1, CC(=O)OC(C)=O, Cl, COc1ccc(C(Cc2ccccc2)=NO)cc1F. Product: COc1ccc(C2=NOC(C)(O)C2c2ccccc2)cc1F. Reaction SMILES: [CH2:20]([Li:21])[CH2:22][CH2:23][CH3:24].[CH2:33]1[O:34][CH2:35][CH2:36][CH2:37]1.[CH3:25][C:26](=[O:27])[O:28][C:29](=[O:30])[CH3:31].[ClH:32].[F:1][c:2]1[cH:3][c:4]([C:10]([CH2:11][c:12]2[cH:13][cH:14][cH:15][cH:16][cH:17]2)=[N:18][OH:19])[cH:5][cH:6][c:7]1[O:8][CH3:9]>>[F:1][c:2]1[cH:3][c:4]([C:10]2=[N:18][O:19][C:26]([CH3:25])([OH:27])[CH:11]2[c:12]2[cH:13][cH:14][cH:15][cH:16][cH:17]2)[cH:5][cH:6][c:7]1[O:8][CH3:9].